describe an organic reaction: reactants, conditions, products, and yield From a dataset of the Open Reaction Database (ORD), a public repository of structured organic reaction records. The reactants are O=C([O-])C(O)C(O)C(=O)[O-], C[Al](C)C, COc1cc(COc2cc(N)[nH]n2)cc(OC)c1, Cc1ccccc1, CCOC(=O)c1ccc(N2CC(C)NC(C)C2)s1, CCOC(C)=O, Cl, [K+], [Na+], O. The product is COc1cc(COc2cc(NC(=O)c3ccc(N4CC(C)NC(C)C4)s3)[nH]n2)cc(OC)c1. As a reaction SMILES: [C:42]([CH:43]([CH:44]([C:45]([O-:46])=[O:47])[OH:48])[OH:49])([O-:50])=[O:51].[CH3:1][Al:2]([CH3:3])[CH3:4].[CH3:24][O:25][c:26]1[cH:27][c:28]([CH2:34][O:35][c:36]2[cH:37][c:38]([NH2:41])[nH:39][n:40]2)[cH:29][c:30]([O:32][CH3:33])[cH:31]1.[CH3:54][c:55]1[cH:56][cH:57][cH:58][cH:59][cH:60]1.[CH3:5][CH:6]1[CH2:7][N:8]([c:13]2[cH:14][cH:15][c:16]([C:18]([O:20][CH2:19][CH3:21])=[O:22])[s:17]2)[CH2:9][CH:10]([CH3:12])[NH:11]1.[CH3:62][CH2:63][O:64][C:65](=[O:66])[CH3:67].[ClH:23].[K+:53].[Na+:52].[OH2:61]>>[CH3:5][CH:6]1[CH2:7][N:8]([c:13]2[cH:14][cH:15][c:16]([C:18](=[O:20])[NH:41][c:38]3[cH:37][c:36]([O:35][CH2:34][c:28]4[cH:27][c:26]([O:25][CH3:24])[cH:31][c:30]([O:32][CH3:33])[cH:29]4)[n:40][nH:39]3)[s:17]2)[CH2:9][CH:10]([CH3:12])[NH:11]1. Starting materials: FC1(CC=CC=C1)C1=NC(=CC2=CC=CC=C12)C(=O)O (1-(1-Fluorophenyl)-3-isoquinolinecarboxylic acid), ethylester, [H-].[Al+3].[Li+].[H-].[H-].[H-] (lithium aluminum hydride). Yields the product FC1(CC=CC=C1)C1=NC(=CC2=CC=CC=C12)CO (1-(1-fluorophenyl)-3-isoquinolinemethanol). As a reaction SMILES: [F:1][C:2]1([C:8]2[C:17]3[C:12](=[CH:13][CH:14]=[CH:15][CH:16]=3)[CH:11]=[C:10]([C:18](O)=[O:19])[N:9]=2)[CH:7]=[CH:6][CH:5]=[CH:4][CH2:3]1.[H-].[Al+3].[Li+].[H-].[H-].[H-]>>[F:1][C:2]1([C:8]2[C:17]3[C:12](=[CH:13][CH:14]=[CH:15][CH:16]=3)[CH:11]=[C:10]([CH2:18][OH:19])[N:9]=2)[CH:3]=[CH:4][CH:5]=[CH:6][CH2:7]1 |f:1.2.3.4.5.6|. Procedure: 1-(1-Fluorophenyl)-3-isoquinolinecarboxylic acid was converted into its ethylester and then reduced using lithium aluminum hydride to obtain 1-(1-fluorophenyl)-3-isoquinolinemethanol. 1.26 g of the obtained 1-(1-fluorophenyl)-3-isoquinolinemethanol was reacted with 930 mg of methyl p-toluenesulfonate in the same manner as in Reference Example 10 to give 1.6 g of the desired compound as a pale orange-colored solid. Starting materials: C1CCOC1, C[Si](C)(C)[N-][Si](C)(C)C, [Cl-], COc1ccc(CN(Cc2ccc(OC)cc2)c2cc(-c3cc(C(C)N4CCN(S(C)(=O)=O)CC4C)cnc3F)nc(C)n2)cc1, COc1ncc(N)cc1F, [Li+], [NH4+]. Yields the product COc1ccc(CN(Cc2ccc(OC)cc2)c2cc(-c3cc(C(C)N4CCN(S(C)(=O)=O)CC4C)cnc3Nc3cnc(OC)c(F)c3)nc(C)n2)cc1. RXN SMILES: [CH2:69]1[O:70][CH2:71][CH2:72][CH2:73]1.[CH3:57][Si:58]([N-:59][Si:60]([CH3:61])([CH3:62])[CH3:63])([CH3:64])[CH3:65].[Cl-:67].[F:1][c:2]1[n:3][cH:4][c:5]([CH:34]([CH3:35])[N:36]2[CH:37]([CH3:46])[CH2:38][N:39]([S:42](=[O:43])(=[O:44])[CH3:45])[CH2:40][CH2:41]2)[cH:6][c:7]1-[c:8]1[cH:9][c:10]([N:15]([CH2:16][c:17]2[cH:18][cH:19][c:20]([O:23][CH3:24])[cH:21][cH:22]2)[CH2:25][c:26]2[cH:27][cH:28][c:29]([O:32][CH3:33])[cH:30][cH:31]2)[n:11][c:12]([CH3:14])[n:13]1.[F:47][c:48]1[cH:49][c:50]([NH2:56])[cH:51][n:52][c:53]1[O:54][CH3:55].[Li+:66].[NH4+:68]>>[c:2]1([NH:56][c:50]2[cH:49][c:48]([F:47])[c:53]([O:54][CH3:55])[n:52][cH:51]2)[n:3][cH:4][c:5]([CH:34]([CH3:35])[N:36]2[CH:37]([CH3:46])[CH2:38][N:39]([S:42](=[O:43])(=[O:44])[CH3:45])[CH2:40][CH2:41]2)[cH:6][c:7]1-[c:8]1[cH:9][c:10]([N:15]([CH2:16][c:17]2[cH:18][cH:19][c:20]([O:23][CH3:24])[cH:21][cH:22]2)[CH2:25][c:26]2[cH:27][cH:28][c:29]([O:32][CH3:33])[cH:30][cH:31]2)[n:11][c:12]([CH3:14])[n:13]1. The reactants are C1(=CC=CC=C1)CC(=O)Cl (Phenylacetyl chloride), CC=1C(=C(C(=NC1C)N(CC1=CC=CC=C1)CC1=CC=CC=C1)N)NCCC1=CC=CC=C1 (5,6-dimethyl-N4 -(2-phenylethyl)-N2,N2 -bis(phenylmethyl)pyridine-2,3,4-triamine), C1(=CC=C(C=C1)S(=O)(=O)O)C (p-toluenesulfonic acid). Solvent: C(Cl)Cl (methylene chloride). Reaction conditions: time 8 hour. Product: CC1=C(C2=C(C(=N1)N(CC1=CC=CC=C1)CC1=CC=CC=C1)N=C(N2CCC2=CC=CC=C2)CC2=CC=CC=C2)C (6,7-Dimethyl-1-(2-phenylethyl)-2,N4,N4 -tris(phenylmethyl)-1H-imidazo[4,5-c]pyridin-4-amine). Yield: 74.5%. RXN SMILES: [C:1]1([CH2:7][C:8](Cl)=O)[CH:6]=[CH:5][CH:4]=[CH:3][CH:2]=1.[CH3:11][C:12]1[C:13]([NH:35][CH2:36][CH2:37][C:38]2[CH:43]=[CH:42][CH:41]=[CH:40][CH:39]=2)=[C:14]([NH2:34])[C:15]([N:19]([CH2:27][C:28]2[CH:33]=[CH:32][CH:31]=[CH:30][CH:29]=2)[CH2:20][C:21]2[CH:26]=[CH:25][CH:24]=[CH:23][CH:22]=2)=[N:16][C:17]=1[CH3:18].C1(C)C=CC(S(O)(=O)=O)=CC=1>C(Cl)Cl>[CH3:18][C:17]1[N:16]=[C:15]([N:19]([CH2:20][C:21]2[CH:22]=[CH:23][CH:24]=[CH:25][CH:26]=2)[CH2:27][C:28]2[CH:29]=[CH:30][CH:31]=[CH:32][CH:33]=2)[C:14]2[N:34]=[C:36]([CH2:37][C:38]3[CH:43]=[CH:42][CH:41]=[CH:40][CH:39]=3)[N:35]([CH2:8][CH2:7][C:1]3[CH:6]=[CH:5][CH:4]=[CH:3][CH:2]=3)[C:13]=2[C:12]=1[CH3:11]. Procedure: Phenylacetyl chloride (0.6 mL, 4.5 mmole) was added to a solution of 5,6-dimethyl-N4 -(2-phenylethyl)-N2,N2 -bis(phenylmethyl)pyridine-2,3,4-triamine (1.96 g, 4.5 mmole) in methylene chloride (100 mL) and the resulting mixture was stirred at ambient temperature overnight. A catalytic amount of p-toluenesulfonic acid was added and stirring was continued at ambient temperature over the weekend. The reaction mixture was washed with saturated sodium bicarbonate solution, dried over magnesium sulfate... Reactants: C(C)(=O)O[C@H]1[C@H](OC=2C=NC=C(C2)B2OC(C(O2)(C)C)(C)C)SC[C@H]([C@@H]1OC(C)=O)OC(C)=O (5-(4,4,5,5-tetramethyl-1,3,2-dioxaborolan-2-yl)-3-pyridinyl 2,3,4-tri-O-acetyl-5-thio-β-D-xylopyranoside), C(C)N(C(=O)Cl)CC (diethylcarbamoyl chloride), [1,1′-bis(diphenylphosphino)-ferrocene]dichloropalladium(II) dichloromethane. The solvent is C1CCOC1 (THF). Run at temperature 110 celsius. Yields the product C(C)(=O)O[C@H]1[C@H](OC=2C=NC=C(C2)C(=O)N(CC)CC)SC[C@H]([C@@H]1OC(C)=O)OC(C)=O (5-[(N,N-diethylamino)carbonyl]-3-pyridinyl 2,3,4-tri-O-acetyl-5-thio-β-D-xylopyranoside). Reaction SMILES: [C:1]([O:4][C@@H:5]1[C@@H:26]([O:27][C:28](=[O:30])[CH3:29])[C@H:25]([O:31][C:32](=[O:34])[CH3:33])[CH2:24][S:23][C@H:6]1[O:7][C:8]1[CH:9]=[N:10][CH:11]=[C:12](B2OC(C)(C)C(C)(C)O2)[CH:13]=1)(=[O:3])[CH3:2].[CH2:35]([N:37]([CH2:41][CH3:42])[C:38](Cl)=[O:39])[CH3:36]>C1COCC1>[C:1]([O:4][C@@H:5]1[C@@H:26]([O:27][C:28](=[O:30])[CH3:29])[C@H:25]([O:31][C:32](=[O:34])[CH3:33])[CH2:24][S:23][C@H:6]1[O:7][C:8]1[CH:9]=[N:10][CH:11]=[C:12]([C:38]([N:37]([CH2:41][CH3:42])[CH2:35][CH3:36])=[O:39])[CH:13]=1)(=[O:3])[CH3:2]. Reported procedure: 1 g (2.02 mM) of 5-(4,4,5,5-tetramethyl-1,3,2-dioxaborolan-2-yl)-3-pyridinyl 2,3,4-tri-O-acetyl-5-thio-β-D-xylopyranoside, 0.5 ml (3.95 mM) of diethylcarbamoyl chloride, 50 mg (0.06 mM) of [1,1′-bis(diphenylphosphino)-ferrocene]dichloropalladium(II) dichloromethane and 15 ml of THF are placed under an argon atmosphere in a reactor adapted for microwaves. The mixture is heated at 110° C. for 30 minutes by microwaves. The cooled reaction mixture is filtered and then concentrated under reduced pres... The reactants are C(CCCCCCC\C=C/CCCCCCCC)(=O)OCC(OC(NCCBr)=O)COC(CCCCCCC\C=C/CCCCCCCC)=O (1,3-O-dioleoyl-2-O-(2-bromoethyl)carbamoylglycerol), CNCCO (2-(methylamino)ethanol), C(C)(C)N(CC)C(C)C (diisopropylethylamine). Solvent: C(Cl)(Cl)Cl (chloroform). Reaction conditions: temperature 80 celsius. The product is CN(CCO)CCNC(=O)OC(COC(CCCCCCC\C=C/CCCCCCCC)=O)COC(CCCCCCC\C=C/CCCCCCCC)=O (2-O-[2-(N-methyl-N-(2-hydroxyethyl) amino)ethyl]carbamoyl-1,3-O-dioleoylglycerol). Yield: 74.7%. RXN SMILES: [C:1]([O:20][CH2:21][CH:22]([CH2:30][O:31][C:32](=[O:50])[CH2:33][CH2:34][CH2:35][CH2:36][CH2:37][CH2:38][CH2:39]/[CH:40]=[CH:41]\[CH2:42][CH2:43][CH2:44][CH2:45][CH2:46][CH2:47][CH2:48][CH3:49])[O:23][C:24](=[O:29])[NH:25][CH2:26][CH2:27]Br)(=[O:19])[CH2:2][CH2:3][CH2:4][CH2:5][CH2:6][CH2:7][CH2:8]/[CH:9]=[CH:10]\[CH2:11][CH2:12][CH2:13][CH2:14][CH2:15][CH2:16][CH2:17][CH3:18].[CH3:51][NH:52][CH2:53][CH2:54][OH:55].C(N(C(C)C)CC)(C)C>C(Cl)(Cl)Cl>[CH3:51][N:52]([CH2:27][CH2:26][NH:25][C:24]([O:23][CH:22]([CH2:30][O:31][C:32](=[O:50])[CH2:33][CH2:34][CH2:35][CH2:36][CH2:37][CH2:38][CH2:39]/[CH:40]=[CH:41]\[CH2:42][CH2:43][CH2:44][CH2:45][CH2:46][CH2:47][CH2:48][CH3:49])[CH2:21][O:20][C:1](=[O:19])[CH2:2][CH2:3][CH2:4][CH2:5][CH2:6][CH2:7][CH2:8]/[CH:9]=[CH:10]\[CH2:11][CH2:12][CH2:13][CH2:14][CH2:15][CH2:16][CH2:17][CH3:18])=[O:29])[CH2:53][CH2:54][OH:55]. Procedure details: In 10 ml of chloroform was dissolved 173 mg (0.224 mmol) of 1,3-O-dioleoyl-2-O-(2-bromoethyl)carbamoylglycerol followed by addition of 543 mg (7.228 mmol) of 2-(methylamino)ethanol and 27 mg (0.209 mmol of diisopropylethylamine and the mixture was refluxed at 80° C. overnight. The reaction mixture was then washed with 5% sodium dihydrogen phosphate-H2O, dried, and concentrated. The residue was subjected to column chromatography (silica gel/methylene chloride-methanol) to provide 128 mg (74.3%) o... The reactants are CCOC(=O)C(C)CC(Cc1ccc(-c2cccc(Cl)c2)cc1)NC(=O)NCC(=O)OC(C)(C)C, ClCCl, O=C(O)C(F)(F)F. The product is CCOC(=O)C(C)CC(Cc1ccc(-c2cccc(Cl)c2)cc1)NC(=O)NCC(=O)O. RXN SMILES: [CH2:1]([CH3:2])[O:3][C:4]([CH:5]([CH2:6][CH:7]([CH2:8][c:9]1[cH:10][cH:11][c:12](-[c:15]2[cH:16][c:17]([Cl:21])[cH:18][cH:19][cH:20]2)[cH:13][cH:14]1)[NH:22][C:23](=[O:24])[NH:25][CH2:26][C:27](=[O:28])[O:29][C:30]([CH3:31])([CH3:32])[CH3:33])[CH3:34])=[O:35].[CH2:36]([Cl:37])[Cl:38].[F:39][C:40]([F:41])([F:42])[C:43]([OH:44])=[O:45]>>[CH2:1]([CH3:2])[O:3][C:4]([CH:5]([CH2:6][CH:7]([CH2:8][c:9]1[cH:10][cH:11][c:12](-[c:15]2[cH:16][c:17]([Cl:21])[cH:18][cH:19][cH:20]2)[cH:13][cH:14]1)[NH:22][C:23](=[O:24])[NH:25][CH2:26][C:27](=[O:28])[OH:29])[CH3:34])=[O:35]. The reactants are CC(C)(C)[Si](C)(C)c1nccs1, [Li]CCCC, O=C1CCN(C(=O)OCc2ccccc2)CC1, C1CCOC1. Product: CC(C)(C)[Si](C)(C)c1ncc(C2(O)CCN(C(=O)OCc3ccccc3)CC2)s1. RXN SMILES: [C:1]([CH3:2])([CH3:3])([CH3:4])[Si:5]([c:6]1[s:7][cH:8][cH:9][n:10]1)([CH3:11])[CH3:12].[CH3:13][CH2:14][CH2:15][CH2:16][Li:17].[O:18]=[C:19]1[CH2:20][CH2:21][N:22]([C:25](=[O:26])[O:27][CH2:28][c:29]2[cH:30][cH:31][cH:32][cH:33][cH:34]2)[CH2:23][CH2:24]1.[O:35]1[CH2:36][CH2:37][CH2:38][CH2:39]1>>[C:1]([CH3:2])([CH3:3])([CH3:4])[Si:5]([c:6]1[s:7][c:8]([C:19]2([OH:18])[CH2:20][CH2:21][N:22]([C:25](=[O:26])[O:27][CH2:28][c:29]3[cH:30][cH:31][cH:32][cH:33][cH:34]3)[CH2:23][CH2:24]2)[cH:9][n:10]1)([CH3:11])[CH3:12]. The reactants are O (water), C(CCC)[Sn](C1=C(C=CC=C1)N1N=CN=C1)(CCCC)CCCC (1-(2-tributylstannylphenyl)-1H-[1,2,4]triazole), BrC1=CC(=CC=C1)Br (1,3-dibromobenzene), [Cl-].[Li+] (lithium chloride). The reagents and catalysts are [Cu]I (copper(I) iodide), C=1C=CC(=CC1)[P](C=2C=CC=CC2)(C=3C=CC=CC3)[Pd]([P](C=4C=CC=CC4)(C=5C=CC=CC5)C=6C=CC=CC6)([P](C=7C=CC=CC7)(C=8C=CC=CC8)C=9C=CC=CC9)[P](C=1C=CC=CC1)(C=1C=CC=CC1)C=1C=CC=CC1 (tetrakis(triphenylphosphine)palladium(0)). Solvent: CN(C=O)C (N,N-dimethylformamide). The product is BrC=1C=C(C=CC1)C1=C(C=CC=C1)N1N=CN=C1 (1-(3′-bromobiphenyl-2-yl)-1H-[1,2,4]triazole). Reaction SMILES: C([Sn](CCCC)(CCCC)[C:6]1[CH:11]=[CH:10][CH:9]=[CH:8][C:7]=1[N:12]1[CH:16]=[N:15][CH:14]=[N:13]1)CCC.[Br:25][C:26]1[CH:31]=[CH:30][CH:29]=[C:28](Br)[CH:27]=1.[Cl-].[Li+].O>CN(C)C=O.C1C=CC([P]([Pd]([P](C2C=CC=CC=2)(C2C=CC=CC=2)C2C=CC=CC=2)([P](C2C=CC=CC=2)(C2C=CC=CC=2)C2C=CC=CC=2)[P](C2C=CC=CC=2)(C2C=CC=CC=2)C2C=CC=CC=2)(C2C=CC=CC=2)C2C=CC=CC=2)=CC=1.[Cu]I>[Br:25][C:26]1[CH:27]=[C:28]([C:6]2[CH:11]=[CH:10][CH:9]=[CH:8][C:7]=2[N:12]2[CH:16]=[N:15][CH:14]=[N:13]2)[CH:29]=[CH:30][CH:31]=1 |f:2.3,^1:44,46,65,84|. Procedure details: To a degassed solution of 1-(2-tributylstannylphenyl)-1H-[1,2,4]triazole (300 mg, 0.7 mmol) in N,N-dimethylformamide (5 ml) was added 1,3-dibromobenzene (0.17 ml, 1.4 mmol), tetrakis(triphenylphosphine)palladium(0) (40 mg, 35 μmol), lithium chloride (293 mg, 6.9 mmol), then copper(I) iodide (13 mg, 69 μmol), and the mixture was heated at 80° C. for 5 h. The reaction was cooled to ambient temperature then poured into water (20 ml) and extracted with dichloromethane (3×20 ml). The combined organic...